This data is from the Open Reaction Database (ORD), a public repository of structured organic reaction records. The task is: describe an organic reaction: reactants, conditions, products, and yield The product is methyl ester, COC(C1=CN=CC=C1NC(=O)OC(C)(C)C)=O (4-tert-butoxycarbonylamino-nicotinic acid methyl ester). Reaction conditions: time 1 hour. The yield is 96.0%. Reported procedure: Formula 504 where R1, R3 and R4 are H; W, Y and Z are —C═; and X is —N═: To a solution of methanol (100 mL) and N-Boc-4-amino-3-pyridine carboxyaldehyde (8.3 g, 37.3 mmol), were added N-iodosuccinimide (21.0 g, 93.4 mmol) and potassium carbonate (12.9 g, 93.4 mmol) at room temperature. The mixture was stirred for 1 hour and then poured into a saturated Na2S2O3 solution (100 mL). After further dilution with water (100 mL) the mixture was extracted with dichloromethane (3×100 mL). The combined org... Starting materials: Formula 504, CC(C)(C)OC(=O)NC1=C(C=NC=C1)C=O (N-Boc-4-amino-3-pyridine carboxyaldehyde), IN1C(CCC1=O)=O (N-iodosuccinimide), C([O-])([O-])=O.[K+].[K+] (potassium carbonate), CO (methanol), [O-]S(=O)(=S)[O-].[Na+].[Na+] (Na2S2O3). Reaction SMILES: [CH3:1][C:2]([O:5][C:6]([NH:8][C:9]1[CH:14]=[CH:13][N:12]=[CH:11][C:10]=1[CH:15]=[O:16])=[O:7])([CH3:4])[CH3:3].IN1C(=O)CCC1=O.C(=O)([O-])[O-].[K+].[K+].[O-]S([O-])(=S)=O.[Na+].[Na+].[CH3:38][OH:39]>>[CH3:38][O:39][C:15](=[O:16])[C:10]1[C:9]([NH:8][C:6]([O:5][C:2]([CH3:3])([CH3:1])[CH3:4])=[O:7])=[CH:14][CH:13]=[N:12][CH:11]=1 |f:2.3.4,5.6.7|. Reactants: [Al+3], Cc1cccc(NC=O)c1CO, [H-], [H-], [H-], [H-], [Li+], C1CCOC1, O. The product is CNc1cccc(C)c1CO. Reaction SMILES: [Al+3:14].[CH:1](=[O:2])[NH:3][c:4]1[c:5]([CH2:6][OH:7])[c:8]([CH3:12])[cH:9][cH:10][cH:11]1.[H-:13].[H-:16].[H-:17].[H-:18].[Li+:15].[O:20]1[CH2:21][CH2:22][CH2:23][CH2:24]1.[OH2:19]>>[CH3:1][NH:3][c:4]1[c:5]([CH2:6][OH:7])[c:8]([CH3:12])[cH:9][cH:10][cH:11]1. The reactants are C1=CN(C=N1)C(=O)N2C=CN=C2 (CDI), C(C)(C)(C)OC(=O)N1CCC(CC1)C(=O)O (piperidine-1,4-dicarboxylic acid mono-tert-butyl ester), FC1=C(C=C(C=C1)N1CCNCC1)C1=NC2=C(N1)C=CC=C2 (2-(2-Fluoro-5-piperazin-1-yl-phenyl)-1H-benzoimidazole), CCN(C(C)C)C(C)C (DIPEA). Solvent: C(C)#N (acetonitrile). Run at time 5 hour. Product: C(C)(C)(C)OC(=O)N1CCC(CC1)C(=O)N1CCN(CC1)C1=CC(=C(C=C1)F)C1=NC2=C(N1)C=CC=C2 (4-{-4-[3-(1H-Benzoimidazol-2-yl)-4-fluoro-phenyl]-piperazine-1-carbonyl}-piperidine-1-carboxylic acid tert-butyl ester). Isolated yield 58.4%. RXN SMILES: C1N=CN(C(N2C=NC=C2)=O)C=1.[C:13]([O:17][C:18]([N:20]1[CH2:25][CH2:24][CH:23]([C:26]([OH:28])=O)[CH2:22][CH2:21]1)=[O:19])([CH3:16])([CH3:15])[CH3:14].[F:29][C:30]1[CH:35]=[CH:34][C:33]([N:36]2[CH2:41][CH2:40][NH:39][CH2:38][CH2:37]2)=[CH:32][C:31]=1[C:42]1[NH:46][C:45]2[CH:47]=[CH:48][CH:49]=[CH:50][C:44]=2[N:43]=1.CCN(C(C)C)C(C)C>C(#N)C>[C:13]([O:17][C:18]([N:20]1[CH2:21][CH2:22][CH:23]([C:26]([N:39]2[CH2:40][CH2:41][N:36]([C:33]3[CH:34]=[CH:35][C:30]([F:29])=[C:31]([C:42]4[NH:43][C:44]5[CH:50]=[CH:49][CH:48]=[CH:47][C:45]=5[N:46]=4)[CH:32]=3)[CH2:37][CH2:38]2)=[O:28])[CH2:24][CH2:25]1)=[O:19])([CH3:14])([CH3:15])[CH3:16]. Procedure: CDI (0.047 g, 0.29 mmol) was added to a solution of piperidine-1,4-dicarboxylic acid mono-tert-butyl ester (0.07 g, 0.29 mmol) in acetonitrile (2.50 mL). The resulting solution was stirred at room temperature for 5 hours. 2-(2-Fluoro-5-piperazin-1-yl-phenyl)-1H-benzoimidazole (0.10 g, 0.27 mmol) and DIPEA (0.05 mL, 0.26 mmol) were added and reaction was heated at 65° C. overnight. Reaction was cooled to room temperature and solvent was removed under reduced pressure. DCM (2 mL) was added to the ... Starting materials: ClCCl, Cc1c(Nc2ccc(I)cc2F)c(NS(=O)(=O)C2CC(OCc3ccccc3)C2)c2n(c1=O)CCS2. Yields the product Cc1c(Nc2ccc(I)cc2F)c(NS(=O)(=O)C2CC(O)C2)c2n(c1=O)CCS2. As a reaction SMILES: [Cl:37][CH2:38][Cl:39].[F:1][c:2]1[c:3]([NH:9][c:10]2[c:11]([NH:21][S:22](=[O:23])(=[O:24])[CH:25]3[CH2:26][CH:27]([O:29][CH2:30][c:31]4[cH:32][cH:33][cH:34][cH:35][cH:36]4)[CH2:28]3)[c:12]3[n:13]([c:14](=[O:17])[c:15]2[CH3:16])[CH2:18][CH2:19][S:20]3)[cH:4][cH:5][c:6]([I:8])[cH:7]1>>[F:1][c:2]1[c:3]([NH:9][c:10]2[c:11]([NH:21][S:22](=[O:23])(=[O:24])[CH:25]3[CH2:26][CH:27]([OH:29])[CH2:28]3)[c:12]3[n:13]([c:14](=[O:17])[c:15]2[CH3:16])[CH2:18][CH2:19][S:20]3)[cH:4][cH:5][c:6]([I:8])[cH:7]1.